Dataset: the Open Reaction Database (ORD), a public repository of structured organic reaction records. Task: describe an organic reaction: reactants, conditions, products, and yield The reactants are NC1=CC(=C(OC2=CC(=NC=C2)NC(=O)N2CCN(CC2)C2CCN(CC2)C)C=C1)F (4-(4-amino-2-fluorophenoxy)-2-{[4-(1-methylpiperidin-4-yl)piperazin-1-yl]carbonylamino}pyridine), FC1=CC=C(C=C1)CC(=O)N=C=O (2-(4-fluorophenyl)acetyl isocyanate). The solvent is O1CCCC1 (tetrahydrofuran), O1CCCC1 (tetrahydrofuran). Conditions: time 3 day. Yields the product FC1=C(OC2=CC(=NC=C2)NC(=O)N2CCN(CC2)C2CCN(CC2)C)C=CC(=C1)NC(=O)NC(CC1=CC=C(C=C1)F)=O (4-(2-Fluoro-4-{3-[2-(4-fluorophenyl)acetyl]ureido}phenoxy)-2-{[4-(1-methylpiperidin-4-yl)piperazin-1-yl]carbonylamino}pyridine). The yield is 8.5%. As a reaction SMILES: [NH2:1][C:2]1[CH:30]=[CH:29][C:5]([O:6][C:7]2[CH:12]=[CH:11][N:10]=[C:9]([NH:13][C:14]([N:16]3[CH2:21][CH2:20][N:19]([CH:22]4[CH2:27][CH2:26][N:25]([CH3:28])[CH2:24][CH2:23]4)[CH2:18][CH2:17]3)=[O:15])[CH:8]=2)=[C:4]([F:31])[CH:3]=1.[F:32][C:33]1[CH:38]=[CH:37][C:36]([CH2:39][C:40]([N:42]=[C:43]=[O:44])=[O:41])=[CH:35][CH:34]=1>O1CCCC1>[F:31][C:4]1[CH:3]=[C:2]([NH:1][C:43]([NH:42][C:40](=[O:41])[CH2:39][C:36]2[CH:37]=[CH:38][C:33]([F:32])=[CH:34][CH:35]=2)=[O:44])[CH:30]=[CH:29][C:5]=1[O:6][C:7]1[CH:12]=[CH:11][N:10]=[C:9]([NH:13][C:14]([N:16]2[CH2:21][CH2:20][N:19]([CH:22]3[CH2:27][CH2:26][N:25]([CH3:28])[CH2:24][CH2:23]3)[CH2:18][CH2:17]2)=[O:15])[CH:8]=1. Reported procedure: To a solution of 4-(4-amino-2-fluorophenoxy)-2-{[4-(1-methylpiperidin-4-yl)piperazin-1-yl]carbonylamino}pyridine (81.2 mg) in tetrahydrofuran (2.0 ml) was added a solution of 2-(4-fluorophenyl)acetyl isocyanate in tetrahydrofuran (0.25 M, 1.9 ml) at room temperature, followed by stirring for 3 days. The reaction mixture was concentrated under reduced pressure. The resultant residue was then purified by silica gel column chromatography (Fuji Silysia NH, eluent; ethyl acetate:methanol=97:3 to 95:5... The reactants are FC(C=1C=CC(=NC1)C(N)=NO)(F)F (5-trifluoromethyl-pyridine-2-amidoxime), BrC1=C(OC=C1)C(=O)Cl (3-bromo-furan-2-carbonyl chloride). Yields the product BrC1=C(OC=C1)C1=NC(=NO1)C1=NC=C(C=C1)C(F)(F)F (5-(3-Bromo-furan-2-yl)-3-(5-trifluoromethyl-pyridin-2-yl)-[1,2,4]-oxadiazole). RXN SMILES: [F:1][C:2]([F:14])([F:13])[C:3]1[CH:4]=[CH:5][C:6]([C:9](=[N:11][OH:12])[NH2:10])=[N:7][CH:8]=1.[Br:15][C:16]1[CH:20]=[CH:19][O:18][C:17]=1[C:21](Cl)=O>>[Br:15][C:16]1[CH:20]=[CH:19][O:18][C:17]=1[C:21]1[O:12][N:11]=[C:9]([C:6]2[CH:5]=[CH:4][C:3]([C:2]([F:1])([F:13])[F:14])=[CH:8][N:7]=2)[N:10]=1. Procedure details: The title compound was prepared from 5-trifluoromethyl-pyridine-2-amidoxime (480 mg, 2.34 mmol) and 3-bromo-furan-2-carbonyl chloride (490 mg, 2.34 mmol) similar to Example 16, and yielded 718 mg (85%) of light yellow solid. 1H NMR (CDCl3): 9.09 (m, 1H), 8.37 (d, J=8.24 Hz, 1H), 8.14 (dd, J=8.10, 2.34 Hz, 1H), 7.70 (d, J=1.92 Hz, 1H), 6.78 (d, J=1.92 Hz, 1H). Product: ClC1=CC=C(C=N1)OC=1C(=NC=CN1)C1CCN(CC1)C(C)=O (1(4-(3-(6-chloropyridin-3-yloxy)pyrazin-2-yl)piperidin-1-yl)ethanone). Procedure: To a mixture of cesium carbonate (0.505 g, 1.55 mmol), 1-(4-(3-chloropyrazin-2-yl)piperidin-1-yl)ethanone (0.129 g, 0.538 mmol), and 6-chloropyridin-3-ol (0.140 g, 1.08 mmol) was added NMP (2 mL). The reaction mixture was degassed and heated to 130° C. for 2 h. The reaction mixture was diluted with Teac. The organic phase was washed with water (1×), brine (1×), dried over MgSO4, filtered, and concentrated. Purification by flash column chromatography on silica gel (50% to 100% Teac (10% MeOH) in ... As a reaction SMILES: C(=O)([O-])[O-].[Cs+].[Cs+].Cl[C:8]1[C:9]([CH:14]2[CH2:19][CH2:18][N:17]([C:20](=[O:22])[CH3:21])[CH2:16][CH2:15]2)=[N:10][CH:11]=[CH:12][N:13]=1.[Cl:23][C:24]1[N:29]=[CH:28][C:27]([OH:30])=[CH:26][CH:25]=1>CN1C(=O)CCC1>[Cl:23][C:24]1[N:29]=[CH:28][C:27]([O:30][C:8]2[C:9]([CH:14]3[CH2:19][CH2:18][N:17]([C:20](=[O:22])[CH3:21])[CH2:16][CH2:15]3)=[N:10][CH:11]=[CH:12][N:13]=2)=[CH:26][CH:25]=1 |f:0.1.2|. Reaction conditions: temperature 130 celsius. Starting materials: C([O-])([O-])=O.[Cs+].[Cs+] (cesium carbonate), ClC=1C(=NC=CN1)C1CCN(CC1)C(C)=O (1-(4-(3-chloropyrazin-2-yl)piperidin-1-yl)ethanone), ClC1=CC=C(C=N1)O (6-chloropyridin-3-ol). Run in CN1CCCC1=O (NMP). The reactants are c1ccc(COCCC2CCC3(CC2)OCCO3)cc1, Cc1ccc(S(=O)(=O)O)cc1, CC(C)=O, O. Product: O=C1CCC(CCOCc2ccccc2)CC1. As a reaction SMILES: [CH2:1]([c:2]1[cH:3][cH:4][cH:5][cH:6][cH:7]1)[O:8][CH2:9][CH2:10][CH:11]1[CH2:12][CH2:13][C:14]2([O:15][CH2:18][CH2:17][O:16]2)[CH2:19][CH2:20]1.[CH3:22][c:23]1[cH:24][cH:25][c:26]([S:27]([OH:28])(=[O:29])=[O:30])[cH:31][cH:32]1.[CH3:33][C:34](=[O:35])[CH3:36].[OH2:21]>>[CH2:1]([c:2]1[cH:3][cH:4][cH:5][cH:6][cH:7]1)[O:8][CH2:9][CH2:10][CH:11]1[CH2:12][CH2:13][C:14](=[O:15])[CH2:19][CH2:20]1.